From a dataset of the Open Reaction Database (ORD), a public repository of structured organic reaction records. describe an organic reaction: reactants, conditions, products, and yield The reactants are ClC1=C(C=CC(=C1)C(F)(F)F)I (2-chloro-1-iodo-4-(trifluoromethyl)benzene), C(#C)[Si](C)(C)C (ethynyl(trimethyl)silane), CCCC[N+](CCCC)(CCCC)CCCC.[F-] (TBAF). Reagents/catalysts: [Cu](I)I (copper iodide), [Pd](Cl)Cl.C1(=CC=CC=C1)P(C1=CC=CC=C1)C1=CC=CC=C1.C1(=CC=CC=C1)P(C1=CC=CC=C1)C1=CC=CC=C1 (bis(triphenylphosphine) palladium(II) chloride). Solvent: C(Cl)Cl (DCM). Product: ClC1=C(C=CC(=C1)C(F)(F)F)C#C (2-Chloro-1-ethynyl-4-(trifluoromethyl)benzene). The yield is 80.2%. As a reaction SMILES: [Cl:1][C:2]1[CH:7]=[C:6]([C:8]([F:11])([F:10])[F:9])[CH:5]=[CH:4][C:3]=1I.[C:13]([Si](C)(C)C)#[CH:14].CCCC[N+](CCCC)(CCCC)CCCC.[F-]>[Cu](I)I.[Pd](Cl)Cl.C1(P(C2C=CC=CC=2)C2C=CC=CC=2)C=CC=CC=1.C1(P(C2C=CC=CC=2)C2C=CC=CC=2)C=CC=CC=1.C(Cl)Cl>[Cl:1][C:2]1[CH:7]=[C:6]([C:8]([F:11])([F:10])[F:9])[CH:5]=[CH:4][C:3]=1[C:13]#[CH:14] |f:2.3,5.6.7|. Procedure details: The title compound was prepared according to the procedure described in step-5 and step-6 of Intermediate-2 by using 2-chloro-1-iodo-4-(trifluoromethyl)benzene (1.0 g, 3.2 mmol), ethynyl(trimethyl)silane (0.541 g, 5.5 mmol), copper iodide (0.027 g, 0.14 mmol), bis(triphenylphosphine) palladium(II) chloride (0.050 g, 0.072 mmol), TBAF (catalytic) and DCM to afford 0.525 g of desired product. 1H NMR (300 MHz, DMSO d6): δ 4.88 (s, 1H), 7.73 (d, J=8.4 Hz, 1H), 7.83 (d, J=7.8 Hz, 1H), 8.01 (s, 1H). Run in C(C)O (ethanol). The product is Cl.C(CC1=CC=CC=C1)N1CCC(CC1)CCOCC#CC1=CC=CC=C1 (1-Phenethyl-4-[(3-phenyl-2-propynyloxy)-ethyl] piperidine, hydrochloride salt). Isolated yield 46.5%. The reactants are Cl.C1(=CC=CC=C1)C#CCOCCC1CCNCC1 (4-[(3-phenyl-2-propynyloxy)ethyl]piperidine hydrochloride), C(CC1=CC=CC=C1)Br (phenethyl bromide), C([O-])([O-])=O.[K+].[K+] (potassium carbonate). RXN SMILES: [ClH:1].[C:2]1([C:8]#[C:9][CH2:10][O:11][CH2:12][CH2:13][CH:14]2[CH2:19][CH2:18][NH:17][CH2:16][CH2:15]2)[CH:7]=[CH:6][CH:5]=[CH:4][CH:3]=1.[CH2:20](Br)[CH2:21][C:22]1[CH:27]=[CH:26][CH:25]=[CH:24][CH:23]=1.C(=O)([O-])[O-].[K+].[K+]>C(O)C>[ClH:1].[CH2:20]([N:17]1[CH2:18][CH2:19][CH:14]([CH2:13][CH2:12][O:11][CH2:10][C:9]#[C:8][C:2]2[CH:3]=[CH:4][CH:5]=[CH:6][CH:7]=2)[CH2:15][CH2:16]1)[CH2:21][C:22]1[CH:27]=[CH:26][CH:25]=[CH:24][CH:23]=1 |f:0.1,3.4.5,7.8|. Procedure details: The amine salt (0.34 g, 1.4 mmol), phenethyl bromide (0.26 g, 1.4 mmol), and potassium carbonate (0.50 g) were heated at reflux in absolute ethanol (50 mL) for 48 hours. After cooling, the mixture was filtered and concentrated in vacuo. The crude product was purified by chromatography on silica gel, eluting with 10% methanol in chloroform, and concentrated in vacuo to yield a colorless oil (0.25 g, 51%). 1H NMR(300 MHz, CDCl3 /TMS, δ): 7.45-7.10(m,10H), 4.36(s,2H), 3.6(t,2H,J=6Hz), 3.04-1.20(m,1... The reactants are resultant mixture, FC=1C=CC(=C(OCC(=O)OCC)C1)[N+](=O)[O-] (ethyl 5-fluoro-2-nitrophenoxyacetate). The reagents and catalysts are [Fe] (Iron). Solvent: C(C)(=O)O (acetic acid), C(C)(=O)OCC (ethyl acetate), C(C)(=O)O (acetic acid). Run at temperature 80 celsius. Product: FC1=CC2=C(NC(CO2)=O)C=C1 (7-fluoro-2H-1,4-benzoxazin-3(4H)-one). Isolated yield 62.6%. As a reaction SMILES: [F:1][C:2]1[CH:3]=[CH:4][C:5]([N+:15]([O-])=O)=[C:6]([CH:14]=1)[O:7][CH2:8][C:9](OCC)=[O:10]>C(O)(=O)C.C(OCC)(=O)C.[Fe]>[F:1][C:2]1[CH:3]=[CH:4][C:5]2[NH:15][C:9](=[O:10])[CH2:8][O:7][C:6]=2[CH:14]=1. Reported procedure: Iron powder (36.42 g) was suspended in 5% aqueous acetic acid (69 ml) and heated to 80° C. To the suspension, a solution of ethyl 5-fluoro-2-nitrophenoxyacetate (15.86 g) in acetic acid (65 ml) and ethyl acetate (65 ml) was dropwise added, and the resultant mixture was heated at 60° to 80° C. under reflux for 3 hours. After removal of residue by filtration, the filtrate was extracted with ethyl acetate. The extract was washed with water and sodium bicarbonate solution, dried and concentrated to ... Starting materials: O=C([O-])O, O=c1[nH]c(C(F)(F)F)ccc1[N+](=O)[O-], [Na+], O, O=P(Cl)(Cl)Cl, c1ccc2ncccc2c1. Product: O=[N+]([O-])c1ccc(C(F)(F)F)nc1Cl. RXN SMILES: [C:30](=[O:31])([OH:32])[O-:33].[N+:16](=[O:17])([O-:18])[c:19]1[c:20](=[O:29])[nH:21][c:22]([C:25]([F:26])([F:27])[F:28])[cH:23][cH:24]1.[Na+:34].[OH2:35].[P:1]([Cl:2])([Cl:3])([Cl:4])=[O:5].[cH:6]1[cH:7][c:8]2[c:9]([n:10][cH:11][cH:12][cH:13]2)[cH:14][cH:15]1>>[Cl:3][c:20]1[c:19]([N+:16](=[O:17])[O-:18])[cH:24][cH:23][c:22]([C:25]([F:26])([F:27])[F:28])[n:21]1. The reactants are CCC(Nc1nccc(-c2ccc(OC)cc2Cl)c1[N+](=O)[O-])C1CC1, [Na+], [Na+], O=S([O-])S(=O)[O-]. Yields the product CCC(Nc1nccc(-c2ccc(OC)cc2Cl)c1N)C1CC1. Reaction SMILES: [Cl:1][c:2]1[c:3](-[c:10]2[c:11]([N+:23]([O-:24])=[O:25])[c:12]([NH:16][CH:17]([CH2:18][CH3:19])[CH:20]3[CH2:21][CH2:22]3)[n:13][cH:14][cH:15]2)[cH:4][cH:5][c:6]([O:8][CH3:9])[cH:7]1.[Na+:32].[Na+:33].[S:26]([S:27]([O-:28])=[O:29])([O-:30])=[O:31]>>[Cl:1][c:2]1[c:3](-[c:10]2[c:11]([NH2:23])[c:12]([NH:16][CH:17]([CH2:18][CH3:19])[CH:20]3[CH2:21][CH2:22]3)[n:13][cH:14][cH:15]2)[cH:4][cH:5][c:6]([O:8][CH3:9])[cH:7]1.